Dataset: the Open Reaction Database (ORD), a public repository of structured organic reaction records. Task: describe an organic reaction: reactants, conditions, products, and yield Starting materials: CC=CC(O)C1=C(C)CCCC1(C)C, c1ccncc1. Yields the product CC=CC(=O)C1=C(C)CCCC1(C)C. Reaction SMILES: [CH3:1][C:2]1=[C:3]([CH:10]([CH:11]=[CH:12][CH3:13])[OH:14])[C:4]([CH3:8])([CH3:9])[CH2:5][CH2:6][CH2:7]1.[cH:15]1[cH:16][cH:17][n:18][cH:19][cH:20]1>>[CH3:1][C:2]1=[C:3]([C:10]([CH:11]=[CH:12][CH3:13])=[O:14])[C:4]([CH3:8])([CH3:9])[CH2:5][CH2:6][CH2:7]1. Reactants: CS(=O)(=O)O (methanesulfonic acid), ClC=1C=CC2=C([C@H](CNCC2)C)C1 ((R)-8-chloro-1-methyl-2,3,4,5-tetrahydro-1H-3-benzazepine), C(C)(=O)OC(C)C (isopropyl acetate). The solvent is C(C)#N (acetonitrile). Run at temperature 60 celsius, time 24 hour. Product: S(C)(=O)(=O)O.ClC=1C=CC2=C([C@H](CNCC2)C)C1 ((R)-8-Chloro-1-methyl-2,3,4,5-tetrahydro-1H-3-benzazepine mesylate salt). As a reaction SMILES: [CH3:1][S:2]([OH:5])(=[O:4])=[O:3].[Cl:6][C:7]1[CH:8]=[CH:9][C:10]2[CH2:16][CH2:15][NH:14][CH2:13][C@H:12]([CH3:17])[C:11]=2[CH:18]=1.C(OC(C)C)(=O)C>C(#N)C>[S:2]([OH:5])(=[O:4])(=[O:3])[CH3:1].[Cl:6][C:7]1[CH:8]=[CH:9][C:10]2[CH2:16][CH2:15][NH:14][CH2:13][C@H:12]([CH3:17])[C:11]=2[CH:18]=1 |f:4.5|. Procedure: (R)-8-Chloro-1-methyl-2,3,4,5-tetrahydro-1H-3-benzazepine mesylate salt was prepared by the dropwise addition of one equivalent of methanesulfonic acid (99.5%) to a solution of (R)-8-chloro-1-methyl-2,3,4,5-tetrahydro-1H-3-benzazepine free base in acetonitrile, or isopropyl acetate with vigorous stirring. Crystallization occurred either immediately or within 24 hours after the solution was heated to ˜60° C. and then allowed to cool to RT while stirring. (R)-8-Chloro-1-methyl-2,3,4,5-tetrahydro-1...